From a dataset of the Open Reaction Database (ORD), a public repository of structured organic reaction records. describe an organic reaction: reactants, conditions, products, and yield Starting materials: COC(=O)C1(CCCC1)CCCCN=[N+]=[N-] (1-[4-azidobutyl]cyclopentanecarboxylic acid methyl ester), [OH-].[Li+] (lithium hydroxide). The product is N(=[N+]=[N-])CCCCC1(CCCC1)C(=O)O (1-[4-azidobutyl]cyclopentanecarboxylic acid). As a reaction SMILES: C[O:2][C:3]([C:5]1([CH2:10][CH2:11][CH2:12][CH2:13][N:14]=[N+:15]=[N-:16])[CH2:9][CH2:8][CH2:7][CH2:6]1)=[O:4].[OH-].[Li+]>>[N:14]([CH2:13][CH2:12][CH2:11][CH2:10][C:5]1([C:3]([OH:4])=[O:2])[CH2:6][CH2:7][CH2:8][CH2:9]1)=[N+:15]=[N-:16] |f:1.2|. Procedure details: The title compound was prepared using a similar procedure as described in Example 1, Step 3, starting from 1-[4-azidobutyl]cyclopentanecarboxylic acid methyl ester and lithium hydroxide. Starting materials: N[C@H]1C[C@@H]2N(CCN(C2)C(=O)OC(C)(C)C)C1 ((7S,8aS)-tert-butyl 7-aminohexahydropyrrolo[1,2-a]pyrazine-2(1H)-carboxylate), C([O-])([O-])=O.[Na+].[Na+] (sodium carbonate), ClC1=NC(=CC=C1)C(F)(F)F (2-chloro-6-(trifluoromethyl)pyridine). Run in CS(=O)C (dimethyl sulfoxide). Run at temperature 100 celsius, time 3 day. The product is FC(C1=CC=CC(=N1)N[C@H]1C[C@@H]2N(CCN(C2)C(=O)OC(C)(C)C)C1)(F)F (tert-butyl (7S,8aS)-7-{[6-(trifluoromethyl)pyridin-2-yl]amino}hexahydropyrrolo[1,2-a]pyrazine-2(1H)-carboxylate). As a reaction SMILES: [NH2:1][C@@H:2]1[CH2:17][N:5]2[CH2:6][CH2:7][N:8]([C:10]([O:12][C:13]([CH3:16])([CH3:15])[CH3:14])=[O:11])[CH2:9][C@@H:4]2[CH2:3]1.C(=O)([O-])[O-].[Na+].[Na+].Cl[C:25]1[CH:30]=[CH:29][CH:28]=[C:27]([C:31]([F:34])([F:33])[F:32])[N:26]=1>CS(C)=O>[F:32][C:31]([F:34])([F:33])[C:27]1[N:26]=[C:25]([NH:1][C@@H:2]2[CH2:17][N:5]3[CH2:6][CH2:7][N:8]([C:10]([O:12][C:13]([CH3:14])([CH3:16])[CH3:15])=[O:11])[CH2:9][C@@H:4]3[CH2:3]2)[CH:30]=[CH:29][CH:28]=1 |f:1.2.3|. Reported procedure: To (7S,8aS)-tert-butyl 7-aminohexahydropyrrolo[1,2-a]pyrazine-2(1H)-carboxylate (310 mg, 1.29 mmol) and sodium carbonate (0.26 g, 2.5 mmol) in dimethyl sulfoxide (1 mL) was added 2-chloro-6-(trifluoromethyl)pyridine (0.35 g, 1.93 mmol). The mixture was stirred at 100° C. for 3 days and then concentrated. The residue was purified by chromatography on silica gel (100% ethyl acetate) to provide the title compound. MS (ESI) m/z 387 (M+H)+. Starting materials: ClC(C(O)C=1SC=CC1)(Cl)Cl (2,2,2-trichloro-1-(2-thienyl)ethanol), O (water). The reagents and catalysts are [Zn] (zinc). The solvent is C(C)(=O)O (acetic acid). Conditions: time 8 hour. Yields the product ClC(=CC=1SC=CC1)Cl (2-(2,2-dichloroethenyl)thiophene). Reaction SMILES: [Cl:1][C:2](Cl)([Cl:10])[CH:3]([C:5]1[S:6][CH:7]=[CH:8][CH:9]=1)O.O>C(O)(=O)C.[Zn]>[Cl:1][C:2]([Cl:10])=[CH:3][C:5]1[S:6][CH:7]=[CH:8][CH:9]=1. Reported procedure: To a stirred mixture of 36.3 g (0.555 mole) of zinc in 250 ml of glacial acetic acid, 64.2 g (0.277 mole) of 2,2,2-trichloro-1-(2-thienyl)ethanol was added dropwise. The reaction mixture was stirred at room temperature overnight. The reaction mixture was poured into 600 ml of cold water and the mixture extracted with three 250 ml portions of ethyl acetate. The combined organic extracts were dried with magnesium sulfate and filtered. The solvent was removed from the filtrate to give a liquid whic... Starting materials: NC(=O)C1C2C=CC(C2)C1Nc1nc(Cl)ncc1Cl, CC(C)CN1C(=O)CCC(C)(C)c2ccc(N)cc21. The product is CC(C)CN1C(=O)CCC(C)(C)c2ccc(Nc3ncc(Cl)c(NC4C5C=CC(C5)C4C(N)=O)n3)cc21. As a reaction SMILES: [Cl:20][c:21]1[n:22][cH:23][c:24]([Cl:38])[c:25]([NH:27][CH:28]2[CH:29]([C:35](=[O:36])[NH2:37])[CH:30]3[CH:31]=[CH:32][CH:33]2[CH2:34]3)[n:26]1.[NH2:1][c:2]1[cH:3][cH:4][c:5]2[c:6]([cH:19]1)[N:7]([CH2:15][CH:16]([CH3:17])[CH3:18])[C:8](=[O:14])[CH2:9][CH2:10][C:11]2([CH3:12])[CH3:13]>>[NH:1]([c:2]1[cH:3][cH:4][c:5]2[c:6]([cH:19]1)[N:7]([CH2:15][CH:16]([CH3:17])[CH3:18])[C:8](=[O:14])[CH2:9][CH2:10][C:11]2([CH3:12])[CH3:13])[c:21]1[n:22][cH:23][c:24]([Cl:38])[c:25]([NH:27][CH:28]2[CH:29]([C:35](=[O:36])[NH2:37])[CH:30]3[CH:31]=[CH:32][CH:33]2[CH2:34]3)[n:26]1. The reactants are COC(=O)NC=1N=C2N(C=C(C=C2)SC2=CC=CC=C2)C1 (2-(methoxycarbonylamino)-6-(phenylthio) imidazo [1,2-a] pyridine), resultant solution, C(CCC)[Li] (butyllithium), O1CCCC1 (tetrahydrofuran), solution, CI (methyliodide). Solvent: ice water, CCCCCC (hexane). Run at time 30 minute. Product: CN(C(=O)OC)C=1N=C2N(C=C(C=C2)SC2=CC=CC=C2)C1 (2-[methyl-N-(methoxycarbonyl)amino]-6-(phenylthio) imidazo [1,2-a] pyridine). As a reaction SMILES: [CH3:1][O:2][C:3]([NH:5][C:6]1[N:7]=[C:8]2[CH:13]=[CH:12][C:11]([S:14][C:15]3[CH:20]=[CH:19][CH:18]=[CH:17][CH:16]=3)=[CH:10][N:9]2[CH:21]=1)=[O:4].O1CCC[CH2:23]1.C([Li])CCC.CI>CCCCCC>[CH3:23][N:5]([C:6]1[N:7]=[C:8]2[CH:13]=[CH:12][C:11]([S:14][C:15]3[CH:16]=[CH:17][CH:18]=[CH:19][CH:20]=3)=[CH:10][N:9]2[CH:21]=1)[C:3]([O:2][CH3:1])=[O:4]. Procedure: A suspension of 1.0 g. (0.0033 moles) of 2-(methoxycarbonylamino)-6-(phenylthio) imidazo [1,2-a] pyridine in 35 ml. of tetrahydrofuran under a argon atmosphere is treated dropwise with 1.35 ml. of a 2.45 molar solution of butyllithium in hexane at -20° C. The resultant solution is stirred for 5 minutes and 0.469 g. (0.0033 moles) of methyliodide is added. The reaction mixture is allowed to warm to room temperature and stirred for 30 minutes. The solution is diluted with ice water and the solids ... Reactants: C=CC1=CC=CC=C1 (styrene), C(CCC)[Mg]CCCC (dibutylmagnesium), C=CC=C (butadiene), C(C)(CC)[Li] (s-butyllithium). The solvent is C1CCCCC1 (cyclohexane), C(C)O (ethanol), CO (methanol), CCCCCC (n-hexane). The product is C=CC=C.C=CC1=CC=CC=C1 (butadiene styrene). Reaction SMILES: [CH2:1]=[CH:2][C:3]1[CH:8]=[CH:7][CH:6]=[CH:5][CH:4]=1.C=CC=C.C([Li])(CC)C.C([Mg]CCCC)CCC>C1CCCCC1.CCCCCC.C(O)C.CO>[CH2:1]=[CH:2][CH:3]=[CH2:4].[CH2:1]=[CH:2][C:3]1[CH:8]=[CH:7][CH:6]=[CH:5][CH:4]=1 |f:8.9|. Reported procedure: 920 g of styrene, 80 g of butadiene, and a premixed catalyst solution comprising 0.1 ml of a 1 molar s-butyllithium solution in cyclohexane and 0.6 ml of a 1 molar dibutylmagnesium solution in n-hexane were added simultaneously over a period of one hour to a 2 l stirred reactor and polymerized at 70° C. The reaction mixture was held at 70° C. beyond the color change from yellow to red. At a solids content of 9.6% by weight, the reaction was stopped using 1 ml of a 1:1 mixture of methanol and eth...